Task: describe an organic reaction: reactants, conditions, products, and yield. Dataset: the Open Reaction Database (ORD), a public repository of structured organic reaction records Starting materials: S(=O)(=O)(OC[C@@]1(OC(OC1)(C)C)C)C1=CC=C(C)C=C1 ({(R)-2,2,4-trimethyl-1,3-dioxolan-4-yl}methyl tosylate), CO (methanol), C1(=CC=C(C=C1)S(=O)(=O)O)C (p-toluenesulfonic acid). Solvent: C(Cl)(Cl)Cl (CHCl3). Product: S(=O)(=O)(OC[C@](CO)(C)O)C1=CC=C(C)C=C1 ((R)-2,3-dihydroxy-2-methylpropyl tosylate). As a reaction SMILES: [S:1]([C:14]1[CH:20]=[CH:19][C:17]([CH3:18])=[CH:16][CH:15]=1)([O:4][CH2:5][C@@:6]1([CH3:13])[CH2:10][O:9]C(C)(C)[O:7]1)(=[O:3])=[O:2].CO.C1(C)C=CC(S(O)(=O)=O)=CC=1>C(Cl)(Cl)Cl>[S:1]([C:14]1[CH:15]=[CH:16][C:17]([CH3:18])=[CH:19][CH:20]=1)([O:4][CH2:5][C@@:6]([OH:7])([CH3:13])[CH2:10][OH:9])(=[O:2])=[O:3]. Reported procedure: 1.42 g (4.74 mmol) of {(R)-2,2,4-trimethyl-1,3-dioxolan-4-yl}methyl tosylate are evaporated twice from 100 ml of methanol in the presence of a catalytic amount of p-toluenesulfonic acid at 16 mbar/40° C. and the residue is finally purified by chromatography over silica gel 60 (0.040-0.063 mm, 20 g) using methylene chloride/diethyl ether (1:1) as the eluent. There are obtained 907 mg (3.49 mmol, 74% of the theoretical yield) of (R)-2,3-dihydroxy-2-methylpropyl tosylate, 99% pure by gas chromatogr...